This data is from the Open Reaction Database (ORD), a public repository of structured organic reaction records. The task is: describe an organic reaction: reactants, conditions, products, and yield The reactants are COc1ccc(Br)cc1O[Si](C)(C)C(C)(C)C, [Li]C(C)(C)C, NS(=O)(=O)c1cc(C=O)ccc1Cl, C1CCOC1. The product is COc1ccc(C(O)c2ccc(Cl)c(S(N)(=O)=O)c2)cc1O[Si](C)(C)C(C)(C)C. Reaction SMILES: [Br:1][c:2]1[cH:3][cH:4][c:5]([O:16][CH3:17])[c:6]([O:7][Si:8]([CH3:9])([CH3:10])[C:11]([CH3:12])([CH3:13])[CH3:14])[cH:15]1.[C:18]([Li:19])([CH3:20])([CH3:21])[CH3:22].[Cl:23][c:24]1[c:25]([S:32](=[O:33])(=[O:34])[NH2:35])[cH:26][c:27]([CH:30]=[O:31])[cH:28][cH:29]1.[O:36]1[CH2:37][CH2:38][CH2:39][CH2:40]1>>[c:2]1([CH:30]([c:27]2[cH:26][c:25]([S:32](=[O:33])(=[O:34])[NH2:35])[c:24]([Cl:23])[cH:29][cH:28]2)[OH:31])[cH:3][cH:4][c:5]([O:16][CH3:17])[c:6]([O:7][Si:8]([CH3:9])([CH3:10])[C:11]([CH3:12])([CH3:13])[CH3:14])[cH:15]1. Reactants: Cl (hydrochloric acid), C1(=CC=CC=C1)S(=O)(=O)O (benzenesulfonic acid), CC1=C(C(=CC(=C1)OCCCN1C(CCC1)=O)C)C1=CC(=CC=C1)CNC1=CC(=C(C=C1)CCC(=O)OCC)F (ethyl 3-{4-[({2′,6′-dimethyl-4′-[3-(2-oxopyrrolidin-1-yl)propoxy]biphenyl-3-yl}methyl)amino]-2-fluorophenyl}propanoate), CO (methanol), [OH-].[Na+] (sodium hydroxide). The solvent is C(C)(=O)OCC (ethyl acetate), O1CCCC1 (tetrahydrofuran), C(C)(=O)OCC (ethyl acetate). Run at time 2 hour. Yields the product C1(=CC=CC=C1)S(=O)(=O)O.CC1=C(C(=CC(=C1)OCCCN1C(CCC1)=O)C)C1=CC(=CC=C1)CNC1=CC(=C(C=C1)CCC(=O)O)F (3-{4-[({2′,6′-dimethyl-4′-[3-(2-oxopyrrolidin-1-yl)propoxy]biphenyl-3-yl}methyl)amino]-2-fluorophenyl}propanoic acid benzenesulfonate). Isolated yield 56.0%. Reaction SMILES: [CH3:1][C:2]1[CH:7]=[C:6]([O:8][CH2:9][CH2:10][CH2:11][N:12]2[CH2:16][CH2:15][CH2:14][C:13]2=[O:17])[CH:5]=[C:4]([CH3:18])[C:3]=1[C:19]1[CH:24]=[CH:23][CH:22]=[C:21]([CH2:25][NH:26][C:27]2[CH:32]=[CH:31][C:30]([CH2:33][CH2:34][C:35]([O:37]CC)=[O:36])=[C:29]([F:40])[CH:28]=2)[CH:20]=1.CO.[OH-].[Na+].Cl.[C:46]1([S:52]([OH:55])(=[O:54])=[O:53])[CH:51]=[CH:50][CH:49]=[CH:48][CH:47]=1>C(OCC)(=O)C.O1CCCC1>[C:46]1([S:52]([OH:55])(=[O:54])=[O:53])[CH:51]=[CH:50][CH:49]=[CH:48][CH:47]=1.[CH3:18][C:4]1[CH:5]=[C:6]([O:8][CH2:9][CH2:10][CH2:11][N:12]2[CH2:16][CH2:15][CH2:14][C:13]2=[O:17])[CH:7]=[C:2]([CH3:1])[C:3]=1[C:19]1[CH:24]=[CH:23][CH:22]=[C:21]([CH2:25][NH:26][C:27]2[CH:32]=[CH:31][C:30]([CH2:33][CH2:34][C:35]([OH:37])=[O:36])=[C:29]([F:40])[CH:28]=2)[CH:20]=1 |f:2.3,8.9|. Reported procedure: To a mixture of ethyl 3-{4-[({2′,6′-dimethyl-4′-[3-(2-oxopyrrolidin-1-yl)propoxy]biphenyl-3-yl}methyl)amino]-2-fluorophenyl}propanoate (1.13 g, 2.07 mmol), methanol (5 mL) and tetrahydrofuran (10 mL) was added 1 M aqueous sodium hydroxide solution (4.14 mL), and the mixture was stirred at room temperature for 2 hr. The reaction mixture was neutralized with 1M hydrochloric acid, and diluted with ethyl acetate, and the organic layer was washed with saturated brine, dried, and concentrated under re... The reactants are CI, [H-], [Na+], CN(C)C=O, O, COc1ccccc1OC(c1ccccc1)C(O)C#N. Product: COc1ccccc1OC(c1ccccc1)C(C#N)OC. Reaction SMILES: [CH3:21][I:22].[H-:24].[Na+:23].[O:25]=[CH:26][N:27]([CH3:28])[CH3:29].[OH2:30].[OH:1][CH:2]([C:3]#[N:4])[CH:5]([O:6][c:7]1[c:8]([O:13][CH3:14])[cH:9][cH:10][cH:11][cH:12]1)[c:15]1[cH:16][cH:17][cH:18][cH:19][cH:20]1>>[O:1]([CH:2]([C:3]#[N:4])[CH:5]([O:6][c:7]1[c:8]([O:13][CH3:14])[cH:9][cH:10][cH:11][cH:12]1)[c:15]1[cH:16][cH:17][cH:18][cH:19][cH:20]1)[CH3:21]. The reactants are NCC[C@@H]1C[C@@H](OCO1)CC(=O)O ((±)-cis-6-(2-aminoethyl)-1,3-dioxane-4-acetic acid), FC1=CC=C(C=C1)C(C(C(C(=O)NC1=CC=CC=C1)C(C(C)C)=O)C1=CC=CC=C1)=O ((±)-4-fluoro-α-[2-methyl-1-oxopropyl]-γ-oxo-N,β-diphenylbenzenebutaneamide), C(C)OCC (diethyl ether), [Cl-].[NH4+] (ammonium chloride). The solvent is CS(=O)C (dimethyl sulfoxide), O (water). Conditions: time 18 hour. Product: FC1=CC=C(C=C1)C1=C(C(=C(N1CC[C@@H]1OC(C[C@H](C1)O)=O)C(C)C)C(=O)NC1=CC=CC=C1)C1=CC=CC=C1 (trans-(±)-5-(4-fluorophenyl)-2-(1-methylethyl)-N,4-diphenyl-1-[2-(tetrahydro-4-hydroxy-6-oxo-2H-pyran-2-yl)ethyl]-1H-pyrrole-3-carboxamide). The yield is 23.1%. Reaction SMILES: [NH2:1][CH2:2][CH2:3][C@H:4]1OC[O:7][C@@H:6]([CH2:10][C:11]([OH:13])=[O:12])[CH2:5]1.[F:14][C:15]1[CH:20]=[CH:19][C:18]([C:21](=O)[CH:22]([C:38]2[CH:43]=[CH:42][CH:41]=[CH:40][CH:39]=2)[CH:23]([C:33](=O)[CH:34]([CH3:36])[CH3:35])[C:24]([NH:26][C:27]2[CH:32]=[CH:31][CH:30]=[CH:29][CH:28]=2)=[O:25])=[CH:17][CH:16]=1.C(OCC)C.[Cl-].[NH4+]>CS(C)=O.O>[F:14][C:15]1[CH:16]=[CH:17][C:18]([C:21]2[N:1]([CH2:2][CH2:3][C@H:4]3[CH2:5][C@H:6]([OH:7])[CH2:10][C:11](=[O:12])[O:13]3)[C:33]([CH:34]([CH3:36])[CH3:35])=[C:23]([C:24]([NH:26][C:27]3[CH:28]=[CH:29][CH:30]=[CH:31][CH:32]=3)=[O:25])[C:22]=2[C:38]2[CH:39]=[CH:40][CH:41]=[CH:42][CH:43]=2)=[CH:19][CH:20]=1 |f:3.4|. Procedure details: A solution of 0.26 g (1.21 mmol) of (±)-cis-6-(2-aminoethyl)-1,3-dioxane-4-acetic acid and 0.504 g (1.20 mmol) of (±)-4-fluoro-α-[2-methyl-1-oxopropyl]-γ-oxo-N,β-diphenylbenzenebutaneamide in 5 mL of dimethyl sulfoxide is heated at 105° C. for 15 hours. The solution is cooled and poured into 100 mL of diethyl ether and 50 mL of saturated ammonium chloride in water. The layers are separated and the organic layer washed with water (2×50 mL) and 5% sodium hydroxide solution (2×100 mL--to extract th... The reactants are BrC1=CC(=CC=C1)Br (1,3-dibromobenzene), C1(=CC=CC=C1)O (phenol), [OH-].[K+] (potassium hydroxide). The reagents and catalysts are [Cu] (copper). Solvent: C1(=CC=CC=C1)C (toluene). Conditions: temperature 210 celsius. Product: O(C1=CC=CC=C1)C=1C=C(C=CC1)Br (3-phenoxybromobenzene). Yield: 36.8%. RXN SMILES: Br[C:2]1[CH:7]=[CH:6][CH:5]=[C:4]([Br:8])[CH:3]=1.[C:9]1([OH:15])[CH:14]=[CH:13][CH:12]=[CH:11][CH:10]=1.[OH-].[K+]>[Cu].C1(C)C=CC=CC=1>[O:15]([C:2]1[CH:3]=[C:4]([Br:8])[CH:5]=[CH:6][CH:7]=1)[C:9]1[CH:14]=[CH:13][CH:12]=[CH:11][CH:10]=1 |f:2.3|. Procedure details: A mixture of 1,3-dibromobenzene (15.7 g), phenol (8.0 g), potassium hydroxide (3.8 g, mortar-ground) and copper powder (0.1 g) was heated at reflux for 18 hours at 210° C. After cooling, the reaction mixture was mixed with toluene and successively washed with 10% aqueous sodium hydroxide and water. The toluene was evaporated under reduced pressure. The residue was purified by silica gel column chromatography (eluent: hexane), thereby giving 6.1 g of the desired compound. Run in CO (methanol), O1CCOCC1 (1,4-dioxane). Reaction SMILES: C(OC(=O)[NH:7][C@@H:8]1[CH2:12][CH2:11][N:10]([C:13]2[N:21]=[C:20]3[C:16]([N:17]=[CH:18][N:19]3[C@@H:22]3[CH2:26][C@H:25]([N:27]4[CH:31]=[C:30]([CH2:32][OH:33])[CH:29]=[N:28]4)[C@@H:24]([OH:34])[C@H:23]3[OH:35])=[C:15]([NH:36][CH2:37][CH:38]([C:45]3[CH:50]=[CH:49][CH:48]=[CH:47][CH:46]=3)[C:39]3[CH:44]=[CH:43][CH:42]=[CH:41][CH:40]=3)[N:14]=2)[CH2:9]1)(C)(C)C.Cl>CO.O1CCOCC1>[NH2:7][C@@H:8]1[CH2:12][CH2:11][N:10]([C:13]2[N:21]=[C:20]3[C:16]([N:17]=[CH:18][N:19]3[C@@H:22]3[CH2:26][C@H:25]([N:27]4[CH:31]=[C:30]([CH2:32][OH:33])[CH:29]=[N:28]4)[C@@H:24]([OH:34])[C@H:23]3[OH:35])=[C:15]([NH:36][CH2:37][CH:38]([C:45]3[CH:46]=[CH:47][CH:48]=[CH:49][CH:50]=3)[C:39]3[CH:40]=[CH:41][CH:42]=[CH:43][CH:44]=3)[N:14]=2)[CH2:9]1. Reactants: C(C)(C)(C)OC(N[C@H]1CN(CC1)C1=NC(=C2N=CN(C2=N1)[C@H]1[C@@H]([C@@H]([C@H](C1)N1N=CC(=C1)CO)O)O)NCC(C1=CC=CC=C1)C1=CC=CC=C1)=O ({(R)-1-[9-[(1R,2S,3R,4S)-2,3-dihydroxy-4-(4-hydroxymethyl-pyrazol-1-yl)-cyclopentyl]-6-(2,2-diphenyl-ethylamino)-9H-purin-2-yl]-pyrrolidin-3-yl}-carbamic acid tert-butyl ester), Cl (HCl). Yields the product N[C@H]1CN(CC1)C1=NC(=C2N=CN(C2=N1)[C@H]1[C@@H]([C@@H]([C@H](C1)N1N=CC(=C1)CO)O)O)NCC(C1=CC=CC=C1)C1=CC=CC=C1 ((1R,2S,3R,5S)-3-[2-((R)-3-Amino-pyrrolidin-1-yl)-6-(2,2-diphenyl-ethylamino)-purin-9-yl]-5-(4-hydroxymethyl-pyrazol-1-yl)-cyclopentane-1,2-diol). Reported procedure: {(R)-1-[9-[(1R,2S,3R,4S)-2,3-dihydroxy-4-(4-hydroxymethyl-pyrazol-1-yl)-cyclopentyl]-6-(2,2-diphenyl-ethylamino)-9H-purin-2-yl]-pyrrolidin-3-yl}-carbamic acid tert-butyl ester (first step a) is dissolved in methanol (2 ml). (4 M) HCl in 1,4-dioxane (15 ml) is added and the reaction mixture is stirred at room temperature over night. The compound is purified by reverse phase column chromatography (Isolute™ C18, 0-100% MeCN in water—0.1% HCl). The compound is partitioned between DCM and saturated N... Reactants: CCOC(C)=O, O=C(O)c1ncn2c1C1CCCN1C(=O)c1cc(Cl)ccc1-2, O=C=O. Yields the product O=C1c2cc(Cl)ccc2-n2cncc2C2CCCN12. Reaction SMILES: [CH3:26][CH2:27][O:28][C:29](=[O:30])[CH3:31].[Cl:1][c:2]1[cH:3][cH:4][c:5]2[c:6]([cH:22]1)[C:7](=[O:21])[N:8]1[CH:9]([c:10]3[n:11]-2[cH:12][n:13][c:14]3[C:15]([OH:16])=[O:17])[CH2:18][CH2:19][CH2:20]1.[O:23]=[C:24]=[O:25]>>[Cl:1][c:2]1[cH:3][cH:4][c:5]2[c:6]([cH:22]1)[C:7](=[O:21])[N:8]1[CH:9]([c:10]3[n:11]-2[cH:12][n:13][cH:14]3)[CH2:18][CH2:19][CH2:20]1.